This data is from the Open Reaction Database (ORD), a public repository of structured organic reaction records. The task is: describe an organic reaction: reactants, conditions, products, and yield Starting materials: O (Water), C1(=CC=CC=C1)CCCCCCCCBr (8-Phenyloctyl bromide), CC=1C=C(C(=C(C1)C=O)O)C=O (5-methyl-2-hydroxy-1,3-benzenedicarboxaldehyde), C([O-])([O-])=O.[K+].[K+] (potassium carbonate). Run in CN(C=O)C (dimethylformamide). Reaction conditions: temperature 80 celsius. Yields the product CC=1C=C(C(=C(C1)C=O)OCCCCCCCCC1=CC=CC=C1)C=O (5-Methyl-2-(8-phenyloctyloxy)-1,3-benzenedicarboxaldehyde). RXN SMILES: [C:1]1([CH2:7][CH2:8][CH2:9][CH2:10][CH2:11][CH2:12][CH2:13][CH2:14]Br)[CH:6]=[CH:5][CH:4]=[CH:3][CH:2]=1.[CH3:16][C:17]1[CH:18]=[C:19]([CH:26]=[O:27])[C:20]([OH:25])=[C:21]([CH:23]=[O:24])[CH:22]=1.C(=O)([O-])[O-].[K+].[K+].O>CN(C)C=O>[CH3:16][C:17]1[CH:18]=[C:19]([CH:26]=[O:27])[C:20]([O:25][CH2:14][CH2:13][CH2:12][CH2:11][CH2:10][CH2:9][CH2:8][CH2:7][C:1]2[CH:6]=[CH:5][CH:4]=[CH:3][CH:2]=2)=[C:21]([CH:23]=[O:24])[CH:22]=1 |f:2.3.4|. Procedure details: 8-Phenyloctyl bromide (2.69 g, 10 mmol) was added to a stirred mixture of 5-methyl-2-hydroxy-1,3-benzenedicarboxaldehyde (1.64 g, 10 mmol) and anhydrous potassium carbonate (1.38 g, 10 mmol) in dry dimethylformamide (20 ml) at room temperature under nitrogen. The suspension was heated to 80° C. for 3 hours then allowed to cool. Water (40 ml) was added and the mixture extracted with diethyl ether (2×40 ml). The extracts were dried, filtered and evaporated to a yellow solid. Recrystallisation from... Product: CC(C)OCc1cccnc1Br. As a reaction SMILES: [Br:7][c:8]1[n:9][cH:10][cH:11][cH:12][c:13]1[CH2:14][Br:15].[CH3:17][N:18]([CH3:19])[CH:20]=[O:21].[CH:1]([CH3:2])([CH3:3])[OH:4].[H-:5].[Na+:6].[OH2:16]>>[CH:1]([CH3:2])([CH3:3])[O:4][CH2:14][c:13]1[c:8]([Br:7])[n:9][cH:10][cH:11][cH:12]1. Starting materials: BrCc1cccnc1Br, CN(C)C=O, CC(C)O, [H-], [Na+], O. Reactants: C(C)(C)(C)OC(NC(C(N(C)OC)=O)C1=CC(=C(C=C1)Cl)Cl)=O (rac-[(3,4-dichloro-phenyl)-(methoxy-methyl-carbamoyl)-methyl]-carbamic acid tert-butyl ester), C(C)(C)(C)OC(NC(C(N(C)OC)=O)C1=CC(=C(C=C1)Cl)Cl)=O (rac-[(3,4-dichloro-phenyl)-(methoxy-methyl-carbamoyl)-methyl]-carbamic acid tert-butyl ester), BrC1=C(C=C(C=C1)I)OC (2-bromo-5-iodoanisole). The product is C(C)(C)(C)OC(NC(C(=O)C1=CC(=C(C=C1)Br)OC)C1=CC(=C(C=C1)Cl)Cl)=O (rac-[2-(4-Bromo-3-methoxy-phenyl)-1-(3,4-dichloro-phenyl)-2-oxo-ethyl]-carbamic acid tert-butyl ester). RXN SMILES: [C:1]([O:5][C:6](=[O:23])[NH:7][CH:8]([C:15]1[CH:20]=[CH:19][C:18]([Cl:21])=[C:17]([Cl:22])[CH:16]=1)[C:9](=[O:14])N(OC)C)([CH3:4])([CH3:3])[CH3:2].[Br:24][C:25]1[CH:30]=[CH:29][C:28](I)=[CH:27][C:26]=1[O:32][CH3:33]>>[C:1]([O:5][C:6](=[O:23])[NH:7][CH:8]([C:15]1[CH:20]=[CH:19][C:18]([Cl:21])=[C:17]([Cl:22])[CH:16]=1)[C:9]([C:28]1[CH:29]=[CH:30][C:25]([Br:24])=[C:26]([O:32][CH3:33])[CH:27]=1)=[O:14])([CH3:2])([CH3:3])[CH3:4]. Procedure details: The title compound was prepared from rac-[(3,4-dichloro-phenyl)-(methoxy-methyl-carbamoyl)-methyl]-carbamic acid tert-butyl ester (Intermediate 9) and 2-bromo-5-iodoanisole in analogy to Example 1a): MS (ISN): 488.1 (M−H)−. The reactants are N1C(=O)N(C)C=2N=CN(C)C2C1=O (theobromine), BrCCCP(OCC)(=O)OCC (diethyl 3-bromopropanephosphonate). Yields the product CN1C(N(C(C=2N(C=NC12)C)=O)CCCP(OCC)(OCC)=O)=O (Diethyl [3-(3,7-dimethylxanthin-1-yl)propyl]phosphonate). Reaction SMILES: [NH:1]1[C:12](=[O:13])[C:11]2[N:9]([CH3:10])[CH:8]=[N:7][C:6]=2[N:4]([CH3:5])[C:2]1=[O:3].Br[CH2:15][CH2:16][CH2:17][P:18]([O:23][CH2:24][CH3:25])(=[O:22])[O:19][CH2:20][CH3:21]>>[CH3:5][N:4]1[C:6]2[N:7]=[CH:8][N:9]([CH3:10])[C:11]=2[C:12](=[O:13])[N:1]([CH2:15][CH2:16][CH2:17][P:18](=[O:22])([O:23][CH2:24][CH3:25])[O:19][CH2:20][CH3:21])[C:2]1=[O:3]. Procedure: The title substance was prepared from 0.067 mol of theobromine and 0.08 mol of diethyl 3-bromopropanephosphonate analogously to Example 32. Starting materials: C(C)(=O)OCC1(CCCN2CCC3=C(C12)NC1=CC=CC=C13)CC (1-acetoxymethyl-1-ethyl-1,2,3,4,6,7,12,12b-octahydro-indolo[2,3-a]quinolizine), CO (methanol), [OH-].[Na+] (sodium hydroxide). The solvent is O (water), O (water). Product: OCC1(CCCN2CCC3=C(C12)NC1=CC=CC=C13)CC (1-Hydroxymethyl-1-ethyl-1,2,3,4,6,7,12,12b-octahydro-indolo[2,3-a]quinolizine). Reaction SMILES: C([O:4][CH2:5][C:6]1([CH2:23][CH3:24])[CH:15]2[N:10]([CH2:11][CH2:12][C:13]3[C:22]4[C:17](=[CH:18][CH:19]=[CH:20][CH:21]=4)[NH:16][C:14]=32)[CH2:9][CH2:8][CH2:7]1)(=O)C.CO.[OH-].[Na+]>O>[OH:4][CH2:5][C:6]1([CH2:23][CH3:24])[CH:15]2[N:10]([CH2:11][CH2:12][C:13]3[C:22]4[C:17](=[CH:18][CH:19]=[CH:20][CH:21]=4)[NH:16][C:14]=32)[CH2:9][CH2:8][CH2:7]1 |f:2.3|. Reported procedure: 1.50 g. (4.6 mmoles) of 1-acetoxymethyl-1-ethyl-1,2,3,4,6,7,12,12b-octahydro-indolo[2,3-a]quinolizine are dissolved in 15 ml. of methanol, and a solution of 0.40 g. (10 mmoles) of sodium hydroxide in 4 ml. of distilled water is added. The mixture is refluxed for 45 minutes, then diluted with 30 ml. of distilled water. The separated crystals are filtered off and washed with distilled water. 1.05 g. of the title compound are obtained; m.p.; 230°-233° C. Reactants: C(C)OC(C=CC1=C(C=C(C=C1)Cl)NS(=O)(=O)C1=CC=C(C=C1)C)=O (3-[4-chloro-2-(toluene-4-sulfonylamino)-phenyl]-acrylic acid ethyl ester), C([O-])([O-])=O.[K+].[K+] (potassium carbonate), BrCC(=O)C1=CC=C(C=C1)Cl (2-bromo-4′-chloroacetophenone). Solvent: NN-dimethylacetamide, Cl (hydrochloric acid). Run at time 30 minute. The product is C(C)OC(C=CC1=C(C=C(C=C1)Cl)N(S(=O)(=O)C1=CC=C(C=C1)C)CC(=O)C1=CC=C(C=C1)Cl)=O (3-{4-chloro-2-[[2-(4-chloro-phenyl)-2-oxo-ethyl]-(toluene-4-sulfonyl)-amino]-phenyl}-acrylic acid ethyl ester). Yield: 75.8%. Reaction SMILES: [CH2:1]([O:3][C:4](=[O:25])[CH:5]=[CH:6][C:7]1[CH:12]=[CH:11][C:10]([Cl:13])=[CH:9][C:8]=1[NH:14][S:15]([C:18]1[CH:23]=[CH:22][C:21]([CH3:24])=[CH:20][CH:19]=1)(=[O:17])=[O:16])[CH3:2].C(=O)([O-])[O-].[K+].[K+].Br[CH2:33][C:34]([C:36]1[CH:41]=[CH:40][C:39]([Cl:42])=[CH:38][CH:37]=1)=[O:35]>Cl>[CH2:1]([O:3][C:4](=[O:25])[CH:5]=[CH:6][C:7]1[CH:12]=[CH:11][C:10]([Cl:13])=[CH:9][C:8]=1[N:14]([CH2:33][C:34]([C:36]1[CH:41]=[CH:40][C:39]([Cl:42])=[CH:38][CH:37]=1)=[O:35])[S:15]([C:18]1[CH:19]=[CH:20][C:21]([CH3:24])=[CH:22][CH:23]=1)(=[O:16])=[O:17])[CH3:2] |f:1.2.3|. Reported procedure: To a solution of 3-[4-chloro-2-(toluene-4-sulfonylamino)-phenyl]-acrylic acid ethyl ester (3.00 g, 7.90 mmol) in NN-dimethylacetamide (15.0 ml) was added potassium carbonate (2.18 g, 15.8 mmol) and 2-bromo-4′-chloroacetophenone (2.03 g, 8.69 mmol). The reaction was stirred for 30 minutes, poured into 1N hydrochloric acid (30 ml) and extracted with methyl f-butyl ether (2×30 ml). The organic extracts were dried over magnesium sulfate, filtered, concentrated to a low volume. Hexanes was added and ... The reactants are SC1=C(C(=O)NC(CN)=O)C=CC=C1 (N-(2-mercaptobenzoyl)glycinamide), ClC(=O)OCCBr (2-bromoethyl chloroformate). Run in CN(C(C)=O)C (N,N-dimethylacetamide). Run at time 8 hour. Yields the product BrCCOC(=O)SC1=C(C(=O)NC(CN)=O)C=CC=C1 (N-[2-(2-Bromoethyloxycarbonylthio)benzoyl]glycinamide). Isolated yield 89.0%. Reaction SMILES: [SH:1][C:2]1[CH:14]=[CH:13][CH:12]=[CH:11][C:3]=1[C:4]([NH:6][C:7](=[O:10])[CH2:8][NH2:9])=[O:5].Cl[C:16]([O:18][CH2:19][CH2:20][Br:21])=[O:17]>CN(C)C(=O)C>[Br:21][CH2:20][CH2:19][O:18][C:16]([S:1][C:2]1[CH:14]=[CH:13][CH:12]=[CH:11][C:3]=1[C:4]([NH:6][C:7](=[O:10])[CH2:8][NH2:9])=[O:5])=[O:17]. Procedure details: To a solution of N-(2-mercaptobenzoyl)glycinamide (1.05 g, 5.0 mmol) in N,N-dimethylacetamide (DMA, 25 ml) was added 2-bromoethyl chloroformate (1.22 g, 6.5 mmol). The reaction mixture was stirred for 8 h, the solvent was evaporated to dryness, and the residue was triturated with ethyl ether (25 ml. The resulting precipitate was filtered, washed with water and dried over CaCO2, Yield: 89%. 1H NMR (DMSO-d6): 3.71 (t, 1H, CH2), 3.78 (d, 2H, CH2), 3.86 (t, 1H, CH2), 4.45 (t, 1H, CH2), 4.51 (t, 1H, ...